This data is from the Open Reaction Database (ORD), a public repository of structured organic reaction records. The task is: describe an organic reaction: reactants, conditions, products, and yield The reactants are C1(CCCC1)NC=1C=C(C=C2C=C(NC12)C1=CC=CC=C1)C (Cyclopentyl-[5-methyl-2-phenyl-1H-indol-7-yl]amine), C(=O)(OC(C)(C)C)N1C(CCCC1)=O (1-BOC-piperidinone). The product is C(=O)(OC(C)(C)C)N1CCC(CC1)NC=1C=C(C=C2C=C(NC12)C1=CC=CC=C1)C (1-BOC-(5-methyl-2-phenyl-1H-indol-7-yl)-piperidin-4-yl-amine). RXN SMILES: [CH:1]1([NH:6][C:7]2[CH:8]=[C:9]([CH3:22])[CH:10]=[C:11]3[C:15]=2[NH:14][C:13]([C:16]2[CH:21]=[CH:20][CH:19]=[CH:18][CH:17]=2)=[CH:12]3)[CH2:5][CH2:4][CH2:3][CH2:2]1.[C:23]([N:30]1CCCCC1=O)([O:25][C:26]([CH3:29])([CH3:28])[CH3:27])=[O:24]>>[C:23]([N:30]1[CH2:3][CH2:2][CH:1]([NH:6][C:7]2[CH:8]=[C:9]([CH3:22])[CH:10]=[C:11]3[C:15]=2[NH:14][C:13]([C:16]2[CH:17]=[CH:18][CH:19]=[CH:20][CH:21]=2)=[CH:12]3)[CH2:5][CH2:4]1)([O:25][C:26]([CH3:29])([CH3:28])[CH3:27])=[O:24]. Procedure details: 7-Amino-5-methyl-2-phenyl-1H-indole prepared in Example 2 and 1-BOC-piperidinone were reacted according to the same procedure as Preparation 23 to give the title compound. Reactants: O (water), FC(C(=O)O)(F)F.ClC1=CC(=C(N=N1)NN)CC ((6-Chloro-4-ethylpyridazin-3-yl)hydrazine trifluoroacetate), N#CBr (cyanogen bromide). The solvent is CCO (EtOH), CCO.O (EtOH water). Reaction conditions: time 8 hour. Product: ClC=1C=C(C=2N(N1)C(=NN2)N)CC (6-Chloro-8-ethyl-[1,2,4]triazolo[4,3-b]pyridazin-3-ylamine). Yield: 98.6%. Reaction SMILES: FC(F)(F)C(O)=O.[Cl:8][C:9]1[N:14]=[N:13][C:12]([NH:15][NH2:16])=[C:11]([CH2:17][CH3:18])[CH:10]=1.O.[N:20]#[C:21]Br>CCO.CCO.O>[Cl:8][C:9]1[CH:10]=[C:11]([CH2:17][CH3:18])[C:12]2[N:13]([C:21]([NH2:20])=[N:16][N:15]=2)[N:14]=1 |f:0.1,5.6|. Reported procedure: (6-Chloro-4-ethylpyridazin-3-yl)hydrazine trifluoroacetate (W3.003; 1.35 g) were initially charged in EtOH (25 ml) and water (4 ml) while stirring at RT. Thereafter, cyanogen bromide (997 mg), dissolved in EtOH/water (5/2 ml), was cautiously added dropwise. After stirring at RT for 8 h and standing overnight, the mixture was stirred at 55° C. for another 4 h. Subsequently, the solvent was concentrated and the residue was admixed with water. Once it had been alkalized with saturated potassium car...